Dataset: the Open Reaction Database (ORD), a public repository of structured organic reaction records. Task: describe an organic reaction: reactants, conditions, products, and yield The reactants are COC1=CC=C2CCCC(C2=C1)C(=O)O (7-Methoxy-1,2,3,4-tetrahydronaphthalene-1-carboxylic acid), BrC1=CC=C(C=C1)NCC1=CC=C(C=C1)N(C)C ((4-bromophenyl)[(4-dimethylaminophenyl)methyl]-amine), Cl.C(C)(=O)OCC (HCl ethyl acetate). Solvent: C(C)(=O)OCC (ethyl acetate). The product is Cl.BrC1=CC=C(C=C1)N(C(=O)C1CCCC2=CC=C(C=C12)OC)CC1=CC=C(C=C1)N(C)C (N-(4-bromophenyl)-N-[(4-dimethylaminophenyl)methyl]-7-methoxy-1,2,3,4-tetrahydronaphthalene-1-carboxamide hydrochloride). As a reaction SMILES: [CH3:1][O:2][C:3]1[CH:12]=[C:11]2[C:6]([CH2:7][CH2:8][CH2:9][CH:10]2[C:13]([OH:15])=O)=[CH:5][CH:4]=1.[Br:16][C:17]1[CH:22]=[CH:21][C:20]([NH:23][CH2:24][C:25]2[CH:30]=[CH:29][C:28]([N:31]([CH3:33])[CH3:32])=[CH:27][CH:26]=2)=[CH:19][CH:18]=1.[ClH:34].C(OCC)(=O)C>C(OCC)(=O)C>[ClH:34].[Br:16][C:17]1[CH:18]=[CH:19][C:20]([N:23]([CH2:24][C:25]2[CH:30]=[CH:29][C:28]([N:31]([CH3:33])[CH3:32])=[CH:27][CH:26]=2)[C:13]([CH:10]2[C:11]3[C:6](=[CH:5][CH:4]=[C:3]([O:2][CH3:1])[CH:12]=3)[CH2:7][CH2:8][CH2:9]2)=[O:15])=[CH:21][CH:22]=1 |f:2.3,5.6|. Procedure details: 7-Methoxy-1,2,3,4-tetrahydronaphthalene-1-carboxylic acid (0.47 g) and (4-bromophenyl)[(4-dimethylaminophenyl)methyl]-amine (0.70 g) as starting materials were reacted and treated in the same manner as in Example 12. The obtained solid was dissolved in ethyl acetate (4 mL). Thereto was added 4 mol/L-HCl/ethyl acetate (0.35 mL), and the precipitated solid was collected by filtration to give N-(4-bromophenyl)-N-[(4-dimethylaminophenyl)methyl]-7-methoxy-1,2,3,4-tetrahydronaphthalene-1-carboxamide h...